From a dataset of the Open Reaction Database (ORD), a public repository of structured organic reaction records. describe an organic reaction: reactants, conditions, products, and yield The reactants are N1CCNCC1 (piperazine), FC1=C(C#N)C=CC(=C1)F (2,4-difluorobenzonitrile). Run in CN(C(C)=O)C (N,N-dimethylacetamide). Conditions: temperature 122 celsius, time 1.5 hour. Yields the product C(#N)C1=C(C=C(C=C1)F)N1CCNCC1 (1(2-cyano-5-fluorophenyl)piperazine). As a reaction SMILES: [NH:1]1[CH2:6][CH2:5][NH:4][CH2:3][CH2:2]1.F[C:8]1[CH:15]=[C:14]([F:16])[CH:13]=[CH:12][C:9]=1[C:10]#[N:11]>CN(C)C(=O)C>[C:10]([C:9]1[CH:8]=[CH:15][C:14]([F:16])=[CH:13][C:12]=1[N:1]1[CH2:6][CH2:5][NH:4][CH2:3][CH2:2]1)#[N:11]. Reported procedure: A mixture of piperazine (Aldrich; 3.99 g), 2,4-difluorobenzonitrile, and N,N-dimethylacetamide (20 mL) is stirred for 1.5 h at 122° C. After cooling, the mixture is partitioned between dichloromethane and satd. aq. sodium bicarbonate. The organic layers are dried over magnesium sulfate and concentrated. The residue is chromatographed on silica gel and the appropriate fractions are combined and concentrated to give 1.44 g of 1(2-cyano-5-fluorophenyl)piperazine; 1H NMR (CDCl3) δ 3.01, 3.30, 6.56, ... Starting materials: COC(=O)COc1c(C(=O)Cl)sc(Br)c1Br, Nc1cc[nH]n1. The product is COC(=O)COc1c(C(=O)Nc2ccn[nH]2)sc(Br)c1Br. As a reaction SMILES: [CH3:1][O:2][C:3]([CH2:4][O:5][c:6]1[c:7]([C:13](=[O:14])[Cl:15])[s:8][c:9]([Br:12])[c:10]1[Br:11])=[O:16].[NH2:17][c:18]1[n:19][nH:20][cH:21][cH:22]1>>[CH3:1][O:2][C:3]([CH2:4][O:5][c:6]1[c:7]([C:13](=[O:14])[NH:17][c:18]2[nH:19][n:20][cH:21][cH:22]2)[s:8][c:9]([Br:12])[c:10]1[Br:11])=[O:16]. The reactants are N#CC1CC(F)CN1C(=O)CNC12CCC(C(=O)O)(CC1)CC2, CCCCCOc1ccc(N)cc1. The product is CCCCCOc1ccc(NC(=O)C23CCC(NCC(=O)N4CC(F)CC4C#N)(CC2)CC3)cc1. As a reaction SMILES: [C:1](=[O:2])([OH:3])[C:4]12[CH2:5][CH2:6][C:7]([NH:12][CH2:13][C:14](=[O:15])[N:16]3[CH:17]([C:22]#[N:23])[CH2:18][CH:19]([F:21])[CH2:20]3)([CH2:8][CH2:9]1)[CH2:10][CH2:11]2.[CH2:24]([CH2:25][CH2:26][CH2:27][CH3:28])[O:29][c:30]1[cH:31][cH:32][c:33]([NH2:34])[cH:35][cH:36]1>>[C:1](=[O:2])([C:4]12[CH2:5][CH2:6][C:7]([NH:12][CH2:13][C:14](=[O:15])[N:16]3[CH:17]([C:22]#[N:23])[CH2:18][CH:19]([F:21])[CH2:20]3)([CH2:8][CH2:9]1)[CH2:10][CH2:11]2)[NH:34][c:33]1[cH:32][cH:31][c:30]([O:29][CH2:24][CH2:25][CH2:26][CH2:27][CH3:28])[cH:36][cH:35]1. Starting materials: CC1=C(N)C(=CC=C1)C (2,6-dimethylaniline), N(=O)[O-].[Na+] (NaNO2), diazonium salt, Cl[Sn]Cl (SnCl2). Solvent: Cl (HCl), O (water), Cl (HCl). Conditions: time 20 minute. The product is Cl.CC1=C(C(=CC=C1)C)NN ((2.6-dimethylphenyl) hydrazine hydrochloride), solid. Isolated yield 98.0%. As a reaction SMILES: [CH3:1][C:2]1[CH:8]=[CH:7][CH:6]=[C:5]([CH3:9])[C:3]=1[NH2:4].[N:10]([O-])=O.[Na+].[Cl:14][Sn]Cl>Cl.O>[ClH:14].[CH3:1][C:2]1[CH:8]=[CH:7][CH:6]=[C:5]([CH3:9])[C:3]=1[NH:4][NH2:10] |f:1.2,6.7|. Procedure: To a cold (0° C.) solution of 2,6-dimethylaniline (5.0 g, 41.3 mmol) in 50% aqueous HCl (45 mL), was added slowly under stirring a cold (0° C.) solution of NaNO2 (2.85 g, 41.3 mmol) in water (22.5 mL). The temperature was closely monitored during the addition and was not allowed to exceed 5° C. Upon completion of the addition, the bright orange solution containing the diazonium salt intermediate was stirred at the same temperature for 20 min. A mixture of SnCl2 (11.0 g, 57.8 mmol) in conc HCl (3... The reactants are COCCN1CC(c2ccccc2)CCC(C(C(=O)[O-])C(C)(C)C)C1=O, ClCCl, O=C(O)C(F)(F)F. The product is COCCN1CC(c2ccccc2)CCC(CC(=O)O)C1=O. Reaction SMILES: [C:8]([CH3:9])([CH3:10])([CH3:11])[CH:12]([C:13](=[O:14])[O-:15])[CH:16]1[C:17](=[O:33])[N:18]([CH2:29][CH2:30][O:31][CH3:32])[CH2:19][CH:20]([c:23]2[cH:24][cH:25][cH:26][cH:27][cH:28]2)[CH2:21][CH2:22]1.[Cl:34][CH2:35][Cl:36].[OH:1][C:2]([C:3]([F:4])([F:5])[F:6])=[O:7]>>[CH2:12]([C:13](=[O:14])[OH:15])[CH:16]1[C:17](=[O:33])[N:18]([CH2:29][CH2:30][O:31][CH3:32])[CH2:19][CH:20]([c:23]2[cH:24][cH:25][cH:26][cH:27][cH:28]2)[CH2:21][CH2:22]1. Reactants: COC(=O)C(CC(F)(F)Cc1ccccc1)NC(=O)N1CCOCC1, CO, O, O. The product is O=C(O)C(CC(F)(F)Cc1ccccc1)NC(=O)N1CCOCC1. As a reaction SMILES: [CH3:1][O:2][C:3]([CH:4]([CH2:5][C:6]([CH2:7][c:8]1[cH:9][cH:10][cH:11][cH:12][cH:13]1)([F:14])[F:15])[NH:16][C:17](=[O:18])[N:19]1[CH2:20][CH2:21][O:22][CH2:23][CH2:24]1)=[O:25].[CH3:26][OH:27].[OH2:28].[OH2:29]>>[O:2]=[C:3]([CH:4]([CH2:5][C:6]([CH2:7][c:8]1[cH:9][cH:10][cH:11][cH:12][cH:13]1)([F:14])[F:15])[NH:16][C:17](=[O:18])[N:19]1[CH2:20][CH2:21][O:22][CH2:23][CH2:24]1)[OH:25]. The reactants are CN1[C@H](C(=O)O)CCC1 (N-methyl proline), C(CCl)Cl (EDC), NCCCOC1=CC=C(C(=O)N2[C@H](C[C@H](C3=CC=CC=C23)N(C(C)=O)C2=CC=C(C=C2)Cl)C)C=C1 ((2S,4R)-N-{1-[4-(3-Amino-propoxy)-benzoyl]-2-methyl-1,2,3,4-tetrahydro-quinolin-4-yl}-N-(4-chloro-phenyl)-acetamide). Solvent: N1=CC=CC=C1 (pyridine), C(Cl)Cl (methylene chloride). Reaction conditions: time 1 hour. Yields the product C(C)(=O)N([C@@H]1CC(N(C2=CC=CC=C12)C(=O)C1=CC=C(OCCCNC(=O)[C@H]2N(CCC2)C)C=C1)C)C1=CC=C(C=C1)Cl ((2S,4R)-1-Methyl-pyrrolidine-2-carboxylic acid [3-(4-{4-[acetyl(4-chloro-phenyl)-amino]-2-methyl-3,4-dihydro-2H-quinoline-1-carbonyl}-phenoxy)-propyl]-amide). Reaction SMILES: [NH2:1][CH2:2][CH2:3][CH2:4][O:5][C:6]1[CH:35]=[CH:34][C:9]([C:10]([N:12]2[C:21]3[C:16](=[CH:17][CH:18]=[CH:19][CH:20]=3)[C@H:15]([N:22]([C:26]3[CH:31]=[CH:30][C:29]([Cl:32])=[CH:28][CH:27]=3)[C:23](=[O:25])[CH3:24])[CH2:14][C@@H:13]2[CH3:33])=[O:11])=[CH:8][CH:7]=1.[CH3:36][N:37]1[CH2:44][CH2:43][CH2:42][C@H:38]1[C:39](O)=[O:40].C(Cl)CCl>C(Cl)Cl.N1C=CC=CC=1>[C:23]([N:22]([C:26]1[CH:31]=[CH:30][C:29]([Cl:32])=[CH:28][CH:27]=1)[C@H:15]1[C:16]2[C:21](=[CH:20][CH:19]=[CH:18][CH:17]=2)[N:12]([C:10]([C:9]2[CH:8]=[CH:7][C:6]([O:5][CH2:4][CH2:3][CH2:2][NH:1][C:39]([C@@H:38]3[CH2:42][CH2:43][CH2:44][N:37]3[CH3:36])=[O:40])=[CH:35][CH:34]=2)=[O:11])[CH:13]([CH3:33])[CH2:14]1)(=[O:25])[CH3:24]. Procedure details: (2S,4R)-N-{1-[4-(3-Amino-propoxy)-benzoyl]-2-methyl-1,2,3,4-tetrahydro-quinolin-4-yl}-N-(4-chloro-phenyl)-acetamide (100 mg, 0.204 mmol) was dissolved in methylene chloride (2 mL) and pyridine (2 mL). N-methyl proline (33 mg, 0.255 mmol) and EDC (63 mg, 0.255 mmol) were added and the reaction was stirred for 1 hour. The mixture was partitioned between methylene chloride and water; the methylene chloride layer was dried over MgSO4, filtered and concentrated. The crude residue was purified by sili... Reactants: C(C)OC([C@H](C)NC([C@H](CC1=CC=CC=C1)N)=O)=O ((S)-2-((S)-2-Amino-3-phenyl-propionylamino)-propionic acid ethyl ester), FC(C(=O)[O-])(F)F (trifluoroacetate), CCN(C(C)C)C(C)C (DIPEA), C(C1=CC=CC=C1)(=O)Cl (benzoyl chloride). Run in C(Cl)Cl (DCM), C(Cl)(Cl)Cl (CHCl3). Run at temperature -20 celsius, time 1 hour. Yields the product C(C)OC([C@H](C)NC([C@H](CC1=CC=CC=C1)NC(C1=CC=CC=C1)=O)=O)=O ((S)-2-((S)-2-Benzoylamino-3-phenyl-propionylamino)-propionic acid ethyl ester). Isolated yield 47.0%. Reaction SMILES: [CH2:1]([O:3][C:4](=[O:19])[C@@H:5]([NH:7][C:8](=[O:18])[C@@H:9]([NH2:17])[CH2:10][C:11]1[CH:16]=[CH:15][CH:14]=[CH:13][CH:12]=1)[CH3:6])[CH3:2].FC(F)(F)C([O-])=O.CCN(C(C)C)C(C)C.[C:36](Cl)(=[O:43])[C:37]1[CH:42]=[CH:41][CH:40]=[CH:39][CH:38]=1>C(Cl)Cl.C(Cl)(Cl)Cl>[CH2:1]([O:3][C:4](=[O:19])[C@@H:5]([NH:7][C:8](=[O:18])[C@@H:9]([NH:17][C:36](=[O:43])[C:37]1[CH:42]=[CH:41][CH:40]=[CH:39][CH:38]=1)[CH2:10][C:11]1[CH:12]=[CH:13][CH:14]=[CH:15][CH:16]=1)[CH3:6])[CH3:2]. Procedure details: To a solution of (S)-2-((S)-2-Amino-3-phenyl-propionylamino)-propionic acid ethyl ester.trifluoroacetate salt (10 g, 37.9 mmol) and DIPEA (19.5 mL, 113.6 mmol) in DCM (100 mL) was added benzoyl chloride (4.0 mL, 34.1 mmol) at −20° C. and stirred at −20° C. for 1 h. The reaction mixture was filtered to remove salts and the filtrate was washed with 10% citric acid solution (2×50 mL), 5% NaHCO3 solution (2×50 mL) and brine solution (50 mL) respectively, dried over Na2SO4, filtered and concentrated ... Yields the product FC(C=1C=CC(=NC1)OC1=CC=C(C=C1)OC(=O)N1CCC(CC1)CNCC1CC1)(F)F (4-[(Cyclopropylmethyl-amino)-methyl]-piperidine-1-carboxylic acid 4-(5-trifluoromethyl-pyridin-2-yloxy)-phenyl ester). Run at time 8 hour. Reactants: ClC(=O)OC1=CC=C(C=C1)OC1=NC=C(C=C1)C(F)(F)F (4-(5-trifluoromethyl-pyridin-2-yloxy)-phenyl chloroformate), C1(=CC=CC=C1)O (phenol), C1(CC1)CNCC1CCNCC1 (Cyclopropylmethyl-piperidine-4-ylmethyl-amine). The solvent is ClCCl (dichloromethane). Reported procedure: Cyclopropylmethyl-piperidine-4-ylmethyl-amine (0.65 mmol, 110 mg) was dissolve in dichloromethane. 4-(5-trifluoromethyl-pyridin-2-yloxy)-phenyl chloroformate (0.65 mmol, 0.208 g) (prepared from the corresponding phenol by conventional methods) was added at −15° C. for 15 min and stired at room temperature overnight and evaporated to dryness. The crude product was purified by preparative HPLC (Method C) (16%, colourless crystals). HPLC-MS m/z=450.1 (M+1), Rt: 2.98 min. As a reaction SMILES: [CH:1]1([CH2:4][NH:5][CH2:6][CH:7]2[CH2:12][CH2:11][NH:10][CH2:9][CH2:8]2)[CH2:3][CH2:2]1.Cl[C:14]([O:16][C:17]1[CH:22]=[CH:21][C:20]([O:23][C:24]2[CH:29]=[CH:28][C:27]([C:30]([F:33])([F:32])[F:31])=[CH:26][N:25]=2)=[CH:19][CH:18]=1)=[O:15].C1(O)C=CC=CC=1>ClCCl>[F:32][C:30]([F:31])([F:33])[C:27]1[CH:28]=[CH:29][C:24]([O:23][C:20]2[CH:21]=[CH:22][C:17]([O:16][C:14]([N:10]3[CH2:11][CH2:12][CH:7]([CH2:6][NH:5][CH2:4][CH:1]4[CH2:2][CH2:3]4)[CH2:8][CH2:9]3)=[O:15])=[CH:18][CH:19]=2)=[N:25][CH:26]=1. Reactants: COC(C1=CC(=C(C=C1)B1OC(C(O1)(C)C)(C)C)C)=O (3-Methyl-4-(4,4,5,5-tetramethyl-[1,3,2]dioxaborolan-2-yl)-benzoic acid methyl ester), FC(S(=O)(=O)OC1=CCCCC1(C)C)(F)F (6,6-dimethyl-cyclohex-1-en-1-yl trifluoromethanesulfonate). Product: COC(C1=CC(=C(C=C1)C1=CCCCC1(C)C)C)=O (4-(6,6-Dimethyl-cyclohex-1-en-1-yl)-3-methyl-benzoic acid methyl ester). The yield is 55.8%. As a reaction SMILES: [CH3:1][O:2][C:3](=[O:20])[C:4]1[CH:9]=[CH:8][C:7](B2OC(C)(C)C(C)(C)O2)=[C:6]([CH3:19])[CH:5]=1.FC(F)(F)S(O[C:27]1[C:32]([CH3:34])([CH3:33])[CH2:31][CH2:30][CH2:29][CH:28]=1)(=O)=O>>[CH3:1][O:2][C:3](=[O:20])[C:4]1[CH:9]=[CH:8][C:7]([C:31]2[C:32]([CH3:34])([CH3:33])[CH2:27][CH2:28][CH2:29][CH:30]=2)=[C:6]([CH3:19])[CH:5]=1. Reported procedure: 3-Methyl-4-(4,4,5,5-tetramethyl-[1,3,2]dioxaborolan-2-yl)-benzoic acid methyl ester of Example 28, Step A (0.300 g, 1.09 mmol) and 6,6-dimethyl-cyclohex-1-en-1-yl trifluoromethanesulfonate (0.338 g, 1.31 mmol) were reacted in the manner of Example 1, Step F. Purification by flash column chromatography on silica gel, eluting with 5% ethyl acetate in hexane, afforded the title compound (0.157 g) as a clear oil.